The task is: describe an organic reaction: reactants, conditions, products, and yield. This data is from the Open Reaction Database (ORD), a public repository of structured organic reaction records. Reaction SMILES: [C:1]1([N:7]([C:11]2[CH:16]=[CH:15][CH:14]=[CH:13][CH:12]=2)[C:8]([NH2:10])=[O:9])[CH:6]=[CH:5][CH:4]=[CH:3][CH:2]=1.[N+:17]([C:20]1[CH:27]=[CH:26][C:23]([CH:24]=O)=[CH:22][CH:21]=1)([O-:19])=[O:18].[P:28]([O:43]C1C=CC=CC=1)([O:36][C:37]1[CH:42]=[CH:41][CH:40]=[CH:39][CH:38]=1)[O:29][C:30]1[CH:35]=[CH:34][CH:33]=[CH:32][CH:31]=1.C1C=CC=CC=1>C(Cl)(Cl)Cl>[C:1]1([N:7]([C:11]2[CH:16]=[CH:15][CH:14]=[CH:13][CH:12]=2)[C:8](=[O:9])[NH:10][CH:24]([P:28](=[O:43])([O:36][C:37]2[CH:42]=[CH:41][CH:40]=[CH:39][CH:38]=2)[O:29][C:30]2[CH:31]=[CH:32][CH:33]=[CH:34][CH:35]=2)[C:23]2[CH:26]=[CH:27][C:20]([N+:17]([O-:19])=[O:18])=[CH:21][CH:22]=2)[CH:2]=[CH:3][CH:4]=[CH:5][CH:6]=1. The solvent is 50g, C(Cl)(Cl)Cl (CHCl3). Yields the product C1(=CC=CC=C1)N(C(NC(C1=CC=C(C=C1)[N+](=O)[O-])P(OC1=CC=CC=C1)(OC1=CC=CC=C1)=O)=O)C1=CC=CC=C1 (Diphenyl α-(3,3-diphenylureido)-4-nitrobenzylphosphonate). Reaction conditions: temperature 87 celsius. Reactants: C1(=CC=CC=C1)N(C(=O)N)C1=CC=CC=C1 (1,1-diphenylurea), [N+](=O)([O-])C1=CC=C(C=O)C=C1 (4-nitrobenzaldehyde), P(OC1=CC=CC=C1)(OC1=CC=CC=C1)OC1=CC=CC=C1 (triphenyl phosphite), C1=CC=CC=C1 (benzene). Reported procedure: A mixture of 21.2g (0.1 mole) of 1,1-diphenylurea, 15.1g (0.1 mole) of 4-nitrobenzaldehyde, and 31.0g (0.1 mole) of triphenyl phosphite in 50g of benzene is stirred under nitrogen and warmed at reflux (87° C.) for 2 hours to give a light yellow solution: 31P nmr -13.2 (d, J = 23Hz), -127.8 ppm (area ratio 5:1). Most of the benzene is removed at reduced pressure, and ether is stirred into the yellow oil remaining, causing 32g of solid to separate after a few minutes. A portion is recrystallized f... Starting materials: Cc1c(S(C)(=O)=O)nn2c(N)nnc2c1C, N#C[K], CN(C)C=O. The product is Cc1c(C#N)nn2c(N)nnc2c1C. Reaction SMILES: [CH3:1][S:2](=[O:3])(=[O:4])[c:5]1[c:6]([CH3:16])[c:7]([CH3:15])[c:8]2[n:9]([n:10]1)[c:11]([NH2:14])[n:12][n:13]2.[K:17][C:18]#[N:19].[O:20]=[CH:21][N:22]([CH3:23])[CH3:24]>>[c:5]1([C:18]#[N:19])[c:6]([CH3:16])[c:7]([CH3:15])[c:8]2[n:9]([n:10]1)[c:11]([NH2:14])[n:12][n:13]2. Reactants: ClCC(C)=O (Chloroacetone), C(N)(=S)[C@H]1N(CCC1)C(=O)OCC1=CC=CC=C1 (benzyl (S)-2-thiocarbamoyl-pyrrolidine-1-carboxylate). The solvent is C(Cl)(Cl)Cl (chloroform). Product: CC=1N=C(SC1)[C@H]1N(CCC1)C(=O)OCC1=CC=CC=C1 (benzyl (S)-2-(4-methylthiazol-2-yl)-pyrrolidine-1-carboxylate). Yield: 53.5%. As a reaction SMILES: Cl[CH2:2][C:3](=O)[CH3:4].[C:6]([C@@H:9]1[CH2:13][CH2:12][CH2:11][N:10]1[C:14]([O:16][CH2:17][C:18]1[CH:23]=[CH:22][CH:21]=[CH:20][CH:19]=1)=[O:15])(=[S:8])[NH2:7]>C(Cl)(Cl)Cl>[CH3:4][C:3]1[N:7]=[C:6]([C@@H:9]2[CH2:13][CH2:12][CH2:11][N:10]2[C:14]([O:16][CH2:17][C:18]2[CH:23]=[CH:22][CH:21]=[CH:20][CH:19]=2)=[O:15])[S:8][CH:2]=1. Procedure: Part A. Chloroacetone (36 mg, 0.37 mmol) was added to a solution of benzyl (S)-2-thiocarbamoyl-pyrrolidine-1-carboxylate (90 mg, 0.34 mmol) in dry chloroform (2 mL). The resulting solution was heated to reflux for 24 h then purified by preparative HPLC yielding benzyl (S)-2-(4-methylthiazol-2-yl)-pyrrolidine-1-carboxylate as a colorless oil (55 mg, 54% yield): HPLC (method 1) tR=3.11 min, Purity 100%; LCMS (method 4) tR=1.57 min, m/z 303 (M+H). Reactants: C(C)(=O)O[C@H]1[C@@H](O[C@@H]([C@H]([C@@H]1OC(C)=O)OC(C)=O)COC(C)=O)OC1=NNC(=C1CC1=CC=C(C=C1)OCCC(=O)O)C(C)C (3-(2,3,4,6-tetra-O-acetyl-β-D-glucopyranosyloxy)-4-{[4-(2-carboxyethoxy)phenyl]-methyl}-5-isopropyl-1H-pyrazole), NC(CO)(C)C (2-amino-2-methyl-1-propanol), NC(C(=O)N)(C)C (2-amino-2-methyl-propionamide). Yields the product [C@@H]1([C@H](O)[C@@H](O)[C@H](O)[C@H](O1)CO)OC1=NNC(=C1CC1=CC=C(C=C1)OCCC(NC(CO)(C)C)=O)C(C)C (3-(β-D-Glucopyranosyloxy)-4-[(4-{2-[2-hydroxy-1,1-di-(methyl)ethylcarbamoyl]ethoxy}phenyl)methyl]-5-isopropyl-1H-pyrazole). Reaction SMILES: C([O:4][C@@H:5]1[C@@H:10]([O:11]C(=O)C)[C@H:9]([O:15]C(=O)C)[C@@H:8]([CH2:19][O:20]C(=O)C)[O:7][C@H:6]1[O:24][C:25]1[C:29]([CH2:30][C:31]2[CH:36]=[CH:35][C:34]([O:37][CH2:38][CH2:39][C:40](O)=[O:41])=[CH:33][CH:32]=2)=[C:28]([CH:43]([CH3:45])[CH3:44])[NH:27][N:26]=1)(=O)C.[NH2:46][C:47]([CH3:51])([CH3:50])[CH2:48][OH:49].NC(C)(C)C(N)=O>>[C@@H:6]1([O:24][C:25]2[C:29]([CH2:30][C:31]3[CH:36]=[CH:35][C:34]([O:37][CH2:38][CH2:39][C:40](=[O:41])[NH:46][C:47]([CH3:51])([CH3:50])[CH2:48][OH:49])=[CH:33][CH:32]=3)=[C:28]([CH:43]([CH3:45])[CH3:44])[NH:27][N:26]=2)[O:7][C@H:8]([CH2:19][OH:20])[C@@H:9]([OH:15])[C@H:10]([OH:11])[C@H:5]1[OH:4]. Procedure details: The title compound was prepared in a similar manner to that described in Example 78 using 3-(2,3,4,6-tetra-O-acetyl-β-D-glucopyranosyloxy)-4-{[4-(2-carboxyethoxy)phenyl]-methyl}-5-isopropyl-1H-pyrazole and 2-amino-2-methyl-1-propanol instead of 3-(2,3,4,6-tetra-O-acetyl-β-D-gluco-pyranosyloxy)-4-{[4-(2-carboxyethoxy)-2-methylphenyl]-methyl}-5-isopropyl-1H-pyrazole and 2-amino-2-methyl-propionamide, respectively. Reactants: ClC1=NC=C(C(=N1)N1C(COCC1)(C(=O)OC)C)[N+](=O)[O-] (Methyl 4-(2-chloro-5-nitropyrimidin-4-yl)-3-methylmorpholine-3-carboxylate), [H][H] (hydrogen). Reagents/catalysts: C/C(=C\C(=O)C)/O.C/C(=C\C(=O)C)/O.O=[V] (vanadyl actylacetonate). The solvent is C1CCOC1 (THF). Run at time 10 minute. The product is ClC1=NC=2N3C(C(NC2C=N1)=O)(COCC3)C (2-chloro-6a-methyl-6a,7,9,10-tetrahydro-[1,4]oxazino[3,4-h]pteridin-6(5H)-one). Yield: 49.9%. As a reaction SMILES: [Cl:1][C:2]1[N:7]=[C:6]([N:8]2[CH2:13][CH2:12][O:11][CH2:10][C:9]2([CH3:18])[C:14](OC)=[O:15])[C:5]([N+:19]([O-])=O)=[CH:4][N:3]=1.[H][H]>C1COCC1.C/C(/O)=C\C(C)=O.C/C(/O)=C\C(C)=O.O=[V]>[Cl:1][C:2]1[N:3]=[CH:4][C:5]2[NH:19][C:14](=[O:15])[C:9]3([CH3:18])[CH2:10][O:11][CH2:12][CH2:13][N:8]3[C:6]=2[N:7]=1 |f:3.4.5|. Reported procedure: Methyl 4-(2-chloro-5-nitropyrimidin-4-yl)-3-methylmorpholine-3-carboxylate (crude material, 8.4 g, about 20 mmol) and vanadyl actylacetonate (0.7 g, 2.64 mmol) were mixed in THF (80 ml). The reaction mixture was hydrogenated under one atmosphere of hydrogen at 35° C. for 18 hours. The starting material was consumed. The reaction mixture was cooled to room temperature. MeOH (10 ml) was added to reaction mixture and stirred for 10 minutes. The mixture was filtered through a Celite® pad. The Celite... The reactants are ClC1=CC(=C(CN2N=CC3=CC(=CC=C23)\C=C/2\C(NC(S2)=O)=O)C=C1)C(F)(F)F ((5Z)-5-({1-[4-chloro-2-(trifluoromethyl)benzyl]-1H-indazol-5-yl}methylidene)-2,4-dioxo-1,3-thiazolidine), OCCN(C(OC(C)(C)C)=O)C (tert-butyl N-(2-hydroxyethyl)-N-methylcarbamate). The product is C(C)(C)(C)OC(N(C)CCN1C(SC(C1=O)=CC=1C=C2C=NN(C2=CC1)CC1=C(C=C(C=C1)Cl)C(F)(F)F)=O)=O ((2-{5-[1-(4-Chloro-2-trifluoromethylbenzyl)-1H-indazol-5-ylmethylene]-2,4-dioxothiazolidin-3-yl}ethyl)methylcarbamic acid tert-butyl ester). Reaction SMILES: [Cl:1][C:2]1[CH:25]=[CH:24][C:5]([CH2:6][N:7]2[C:15]3[C:10](=[CH:11][C:12](/[CH:16]=[C:17]4/[C:18](=[O:23])[NH:19][C:20](=[O:22])[S:21]/4)=[CH:13][CH:14]=3)[CH:9]=[N:8]2)=[C:4]([C:26]([F:29])([F:28])[F:27])[CH:3]=1.O[CH2:31][CH2:32][N:33]([CH3:41])[C:34](=[O:40])[O:35][C:36]([CH3:39])([CH3:38])[CH3:37]>>[C:36]([O:35][C:34](=[O:40])[N:33]([CH2:32][CH2:31][N:19]1[C:18](=[O:23])[C:17](=[CH:16][C:12]2[CH:11]=[C:10]3[C:15](=[CH:14][CH:13]=2)[N:7]([CH2:6][C:5]2[CH:24]=[CH:25][C:2]([Cl:1])=[CH:3][C:4]=2[C:26]([F:27])([F:29])[F:28])[N:8]=[CH:9]3)[S:21][C:20]1=[O:22])[CH3:41])([CH3:39])([CH3:38])[CH3:37]. Procedure: (2-{5-[1-(4-Chloro-2-trifluoromethylbenzyl)-1H-indazol-5-ylmethylene]-2,4-dioxothiazolidin-3-yl}ethyl)methylcarbamic acid tert-butyl ester was prepared from [(5Z)-5-({1-[4-chloro-2-(trifluoromethyl)benzyl]-1H-indazol-5-yl}methylidene)-2,4-dioxo-1,3-thiazolidine (from Example 1) and tert-butyl N-(2-hydroxyethyl)-N-methylcarbamate following General Procedure J. Starting materials: octamolybdate, N1=C(N)N=C(N)N=C1N (melamine), [Mo](=O)(=O)=O (molybdenum trioxide), S(=O)(=O)([O-])[O-].[NH4+].[NH4+] (ammonium sulfate). Run in O (water), O (water). Conditions: temperature 105 celsius. Yields the product [Mo].N1=C(N)N=C(N)N=C1N (molybdenum melamine). Yield: 98.8%. Reaction SMILES: [N:1]1[C:8]([NH2:9])=[N:7][C:5]([NH2:6])=[N:4][C:2]=1[NH2:3].[Mo:10](=O)(=O)=O.S([O-])([O-])(=O)=O.[NH4+].[NH4+]>O>[Mo:10].[N:1]1[C:8]([NH2:9])=[N:7][C:5]([NH2:6])=[N:4][C:2]=1[NH2:3] |f:2.3.4,6.7|. Reported procedure: Melaminium octamolybdate having a 2/1 molybdenum/melamine molar ratio was prepared in the following manner. 10 grams of melamine, 22.83 grams of molybdenum trioxide, 15.72 grams of ammonium sulfate and 300 milliliters of water were added to a 500 milliliter round-bottom flask equipped with a water-cooled condenser. The mixture was refluxed at about 105° C. for 2 hours while being stirred continuously and then was cooled to room temperature and filtered. A white crystalline solid was recovered fr...